This data is from the Open Reaction Database (ORD), a public repository of structured organic reaction records. The task is: describe an organic reaction: reactants, conditions, products, and yield Yields the product Cc1nc(N2CCc3ccccc3C2)nc(C)c1C(=O)O. The reactants are CCOC(=O)c1c(C)nc(N2CCc3ccccc3C2)nc1C, CCO, [Na+], [OH-], O. As a reaction SMILES: [CH2:1]1[N:2]([c:11]2[n:12][c:13]([CH3:23])[c:14]([C:18](=[O:19])[O:20][CH2:21][CH3:22])[c:15]([CH3:17])[n:16]2)[CH2:3][CH2:4][c:5]2[cH:6][cH:7][cH:8][cH:9][c:10]21.[CH3:27][CH2:28][OH:29].[Na+:25].[OH-:24].[OH2:26]>>[CH2:1]1[N:2]([c:11]2[n:12][c:13]([CH3:23])[c:14]([C:18](=[O:19])[OH:20])[c:15]([CH3:17])[n:16]2)[CH2:3][CH2:4][c:5]2[cH:6][cH:7][cH:8][cH:9][c:10]21. The reactants are NCCCC(F)(F)F, CC(C(=O)Cl)(c1ccccc1)c1ccccc1. Yields the product CC(C(=O)NCCCC(F)(F)F)(c1ccccc1)c1ccccc1. RXN SMILES: [F:18][C:19]([CH2:20][CH2:21][CH2:22][NH2:23])([F:24])[F:25].[c:1]1([C:7]([C:8](=[O:9])[Cl:10])([CH3:11])[c:12]2[cH:13][cH:14][cH:15][cH:16][cH:17]2)[cH:2][cH:3][cH:4][cH:5][cH:6]1>>[c:1]1([C:7]([C:8](=[O:9])[NH:23][CH2:22][CH2:21][CH2:20][C:19]([F:18])([F:24])[F:25])([CH3:11])[c:12]2[cH:13][cH:14][cH:15][cH:16][cH:17]2)[cH:2][cH:3][cH:4][cH:5][cH:6]1. The reactants are C1CCOC1, CN(C)c1cnc2c(c1)CC(c1cccc(F)c1F)CCC2O, [H-], [Na+], O=C(Oc1ccc([N+](=O)[O-])cc1)N1CCC(n2c(=O)[nH]c3ncccc32)CC1. The product is CN(C)c1cnc2c(c1)CC(c1cccc(F)c1F)CCC2OC(=O)N1CCC(n2c(=O)[nH]c3ncccc32)CC1. As a reaction SMILES: [CH2:54]1[O:55][CH2:56][CH2:57][CH2:58]1.[F:1][c:2]1[c:3]([CH:9]2[CH2:10][c:11]3[c:12]([n:13][cH:14][c:15]([N:17]([CH3:18])[CH3:19])[cH:16]3)[CH:20]([OH:23])[CH2:21][CH2:22]2)[cH:4][cH:5][cH:6][c:7]1[F:8].[H-:24].[Na+:25].[O:26]=[c:27]1[n:28]([CH:36]2[CH2:37][CH2:38][N:39]([C:42](=[O:43])[O:44][c:45]3[cH:46][cH:47][c:48]([N+:49]([O-:50])=[O:51])[cH:52][cH:53]3)[CH2:40][CH2:41]2)[c:29]2[c:30]([n:31][cH:32][cH:33][cH:34]2)[nH:35]1>>[F:1][c:2]1[c:3]([CH:9]2[CH2:10][c:11]3[c:12]([n:13][cH:14][c:15]([N:17]([CH3:18])[CH3:19])[cH:16]3)[CH:20]([O:23][C:42]([N:39]3[CH2:38][CH2:37][CH:36]([n:28]4[c:27](=[O:26])[nH:35][c:30]5[c:29]4[cH:34][cH:33][cH:32][n:31]5)[CH2:41][CH2:40]3)=[O:43])[CH2:21][CH2:22]2)[cH:4][cH:5][cH:6][c:7]1[F:8]. Reactants: O=C(C=C(CC1=C(C=C(C(=C1)F)F)F)N)N1CC=2N(CC1)C(=NN2)C(F)(F)F (4-oxo-4-[3-(trifluoromethyl)-5,6-dihydro[1,2,4]triazolo[4,3-a]pyrazin-7(8H)-yl]-1-(2,4,5-trifluorophenyl)but-2-en-2-amine), [BH4-].[Na+] (NaBH4), N (ammonia), CS(=O)(=O)O (methanesulfonic acid). Solvent: CC(C)O (IPA), C1CCOC1 (THF), O (water), C1CCOC1 (THF). Reaction conditions: temperature -12.5 celsius, time 45 minute. The product is O=C(CC(CC1=C(C=C(C(=C1)F)F)F)N)N1CC=2N(CC1)C(=NN2)C(F)(F)F (4-oxo-4-[3-(trifluoromethyl)-5,6-dihydro[1,2,4]triazolo[4,3-a]pyrazin-7(8H)-yl]-1-(2,4,5-trifluorophenyl)butan-2-amine). As a reaction SMILES: [BH4-].[Na+].CS(O)(=O)=O.[O:8]=[C:9]([N:23]1[CH2:28][CH2:27][N:26]2[C:29]([C:32]([F:35])([F:34])[F:33])=[N:30][N:31]=[C:25]2[CH2:24]1)[CH:10]=[C:11]([NH2:22])[CH2:12][C:13]1[CH:18]=[C:17]([F:19])[C:16]([F:20])=[CH:15][C:14]=1[F:21].N>O.CC(O)C.C1COCC1>[O:8]=[C:9]([N:23]1[CH2:28][CH2:27][N:26]2[C:29]([C:32]([F:35])([F:34])[F:33])=[N:30][N:31]=[C:25]2[CH2:24]1)[CH2:10][CH:11]([NH2:22])[CH2:12][C:13]1[CH:18]=[C:17]([F:19])[C:16]([F:20])=[CH:15][C:14]=1[F:21] |f:0.1|. Reported procedure: In a 250 mL round bottom flask THF (75 mL) was taken. It was cooled to −15 to −10° C. and NaBH4 (1.87 g) was added. After that methanesulfonic acid (11.8 g) was added dropwise at −15 to −10° C. over a period of 30-45 min. 4-oxo-4-[3-(trifluoromethyl)-5,6-dihydro[1,2,4]triazolo[4,3-a]pyrazin-7(8H)-yl]-1-(2,4,5-trifluorophenyl)but-2-en-2-amine (10.0 g) is mixed in a solvent mixture of THF and IPA and added into the reaction mixture, keeping the temperature −10 to −5° C. It was stirred for 30-60 mi...